Dataset: the Open Reaction Database (ORD), a public repository of structured organic reaction records. Task: describe an organic reaction: reactants, conditions, products, and yield Starting materials: C(=S)(Cl)Cl (Thiophosgene), ClC=1C(=NC=C(C1)Cl)N (3,5-dichloropyridin-2-amine). The solvent is O1CCCC1 (tetrahydrofuran), C(O)([O-])=O.[Na+] (sodium hydrogen carbonate), C(O)([O-])=O.[Na+] (sodium hydrogen carbonate). Conditions: time 4 hour. The product is ClC=1C(=NC=C(C1)Cl)N=C=S (3,5-Dichloro-2-isothiocyanatopyridine). The yield is 38.6%. As a reaction SMILES: [C:1](Cl)(Cl)=[S:2].[Cl:5][C:6]1[C:7]([NH2:13])=[N:8][CH:9]=[C:10]([Cl:12])[CH:11]=1>O1CCCC1.C(=O)([O-])O.[Na+]>[Cl:5][C:6]1[C:7]([N:13]=[C:1]=[S:2])=[N:8][CH:9]=[C:10]([Cl:12])[CH:11]=1 |f:3.4|. Procedure: Thiophosgene (21.9 ml, 288 mmol) was added dropwise to a stirred mixture of 3,5-dichloropyridin-2-amine (23.5 g, 144 mmol) in tetrahydrofuran (150 mL) and saturated aqueous sodium hydrogen carbonate (150 mL) at 0° C., and the mixture was stirred at room temperature for 4 hr. The mixture was diluted with saturated aqueous sodium hydrogen carbonate, and extracted with ethyl acetate. The combined organic layer was washed with brine, dried over anhydrous magnesium sulfate, filtered and concentrated ... Starting materials: alpha-hydroxy acid, Cl (HCl), CC(=O)C1=CC=C(C=C1)C(F)(F)F (4-Trifluoromethylacetophenone), C(=O)C(=O)O.O (OHCCO2H.H2O). The product is C(C)(=O)C1=CC=CC=C1 (acetophenone). Reaction SMILES: [CH3:1][C:2]([C:4]1[CH:9]=[CH:8][C:7](C(F)(F)F)=[CH:6][CH:5]=1)=[O:3].C(C(O)=O)=O.O.Cl>>[C:2]([C:4]1[CH:9]=[CH:8][CH:7]=[CH:6][CH:5]=1)(=[O:3])[CH3:1] |f:1.2|. Procedure details: This procedure required close temperature control to avoid tar formation. To avoid this, the method was modified to a two-step process wherein the intermediate alpha-hydroxy acid was isolated and pyrolyzed separately. 4-Trifluoromethylacetophenone (75.2 g, 0.4 mole) and OHCCO2H.H2O (75.2 g) were heated neat at 79°-80° for 8 hr. The hot mixture was poured into diluted aqueous HCl (7.5 ml of concd HCl and 800 ml of H2O) with stirring. The aqueous mixture was extracted with Et2O (2 × 250 ml), and t... The reactants are CCOC(=O)C(C)Br, O=C([O-])[O-], CCO, [K+], [K+], Oc1ccccc1. Yields the product CCOC(=O)C(C)Oc1ccccc1. Reaction SMILES: [Br:14][CH:15]([C:16](=[O:17])[O:18][CH2:19][CH3:20])[CH3:21].[C:8](=[O:9])([O-:10])[O-:11].[CH3:22][CH2:23][OH:24].[K+:12].[K+:13].[OH:1][c:2]1[cH:3][cH:4][cH:5][cH:6][cH:7]1>>[O:1]([c:2]1[cH:3][cH:4][cH:5][cH:6][cH:7]1)[CH:15]([C:16](=[O:17])[O:18][CH2:19][CH3:20])[CH3:21]. Reactants: BrC=1C=C2C3=NC(=CN3C3CC(C2=CC1F)C3)C(=O)N (9-bromo-10-fluoro-2,5-diazatetracyclo[11.1.1.0[2,6].0[7,12]]pentadeca-3,5,7,9,11-pentaene-4-carboxamide), C(C)(=O)[O-].[Na+] (sodium acetate), FCC(C#C[Si](CC)(CC)CC)(O)C (1-fluoro-2-methyl-4-triethylsilyl-but-3-yn-2-ol). Reagents/catalysts: [Cl-].C(CCC)[N+](CCCC)(CCCC)CCCC (tetrabutylammonium chloride), C(C)(=O)[O-].[Pd+2].C(C)(=O)[O-] (palladium acetate). The solvent is CN(C)C=O (DMF). Run at temperature 100 celsius. Product: FC=1C(=CC=2C3=NC(=CN3C3CC(C2C1)C3)C(=O)N)C#CC(CF)(C)O ((±) 10-fluoro-9-(4-fluoro-3-hydroxy-3-methylbut-1-yn-1-yl)-2,5-diazatetracyclo[11.1.1.0[2,6].0[7,12]]pentadeca-3,5,7(12),8,10-pentaene-4-carboxamide). Reaction SMILES: Br[C:2]1[CH:3]=[C:4]2[C:13](=[CH:14][C:15]=1[F:16])[CH:12]1[CH2:17][CH:10]([CH2:11]1)[N:9]1[C:5]2=[N:6][C:7]([C:18]([NH2:20])=[O:19])=[CH:8]1.C([O-])(=O)C.[Na+].[F:26][CH2:27][C:28]([CH3:39])([OH:38])[C:29]#[C:30][Si](CC)(CC)CC>[Cl-].C([N+](CCCC)(CCCC)CCCC)CCC.C([O-])(=O)C.[Pd+2].C([O-])(=O)C.CN(C=O)C>[F:16][C:15]1[C:2]([C:30]#[C:29][C:28]([OH:38])([CH3:39])[CH2:27][F:26])=[CH:3][C:4]2[C:5]3[N:9]([CH:10]4[CH2:17][CH:12]([C:13]=2[CH:14]=1)[CH2:11]4)[CH:8]=[C:7]([C:18]([NH2:20])=[O:19])[N:6]=3 |f:1.2,4.5,6.7.8|. Procedure details: To a vial containing 9-bromo-10-fluoro-2,5-diazatetracyclo[11.1.1.0[2,6].0[7,12]]pentadeca-3,5,7,9,11-pentaene-4-carboxamide (0.1 g), palladium acetate (0.05 eq), sodium acetate (4 eq) and tetrabutylammonium chloride (1 eq) was added DMF (15 mL/mmol) and 1-fluoro-2-methyl-4-triethylsilyl-but-3-yn-2-ol (2 eq) dropwise. The reaction was sealed and heated to 100° C. for 15 minutes in a biotage microwave. The reaction mixture was extracted with DCM and saturated ammonium chloride. The organic layer ... Starting materials: O.ClCC=O (chloroacetaldehyde monohydrate), [N+](#[C-])CC(=O)N (isocyanoacetamide), N12CCCCCC2=NCCC1 (1,8-diazabicyclo[5.4.0]undec-7-ene). Run in CO (methanol), CO (methanol). Reaction conditions: time 30 minute. The product is ClCC1C(N=CO1)C(=O)N (5-(Chloromethyl)-4,5-dihydro-4-oxazolecarboxamide). RXN SMILES: O.[Cl:2][CH2:3][CH:4]=[O:5].[N+:6]([CH2:8][C:9]([NH2:11])=[O:10])#[C-:7].N12CCCN=C1CCCCC2>CO>[Cl:2][CH2:3][CH:4]1[O:5][CH:7]=[N:6][CH:8]1[C:9]([NH2:11])=[O:10] |f:0.1|. Reported procedure: 114 g of chloroacetaldehyde monohydrate, and 84 g of isocyanoacetamide were dissolved in 1000 ml of methanol. The mixture was cooled to 0°-3° C. and a solution of 38 g of 1,8-diazabicyclo[5.4.0]undec-7-ene in 200 ml of methanol was added with string. At this temperature. stirring was continued for 30 minutes, and, after removal of the cooling bath, for an additional hour. The solvent was removed in vacuo and the residue refluxed twice with 1000 ml each time of ethyl acetate. The combined hot ext...